This data is from the Open Reaction Database (ORD), a public repository of structured organic reaction records. The task is: describe an organic reaction: reactants, conditions, products, and yield Starting materials: COc1ccc2cnccc2c1, ClCCl, FC(F)(F)CCCI, [Na+], [Na], [O-][O-], C1CCOC1, [OH-]. The product is COc1ccc2cncc(CCCC(F)(F)F)c2c1. RXN SMILES: [CH3:1][O:2][c:3]1[cH:4][c:5]2[cH:6][cH:7][n:8][cH:9][c:10]2[cH:11][cH:12]1.[Cl:31][CH2:32][Cl:33].[F:13][C:14]([CH2:15][CH2:16][CH2:17][I:18])([F:19])[F:20].[Na+:22].[Na:23].[O-:24][O-:25].[O:26]1[CH2:27][CH2:28][CH2:29][CH2:30]1.[OH-:21]>>[CH3:1][O:2][c:3]1[cH:4][c:5]2[c:6]([CH2:17][CH2:16][CH2:15][C:14]([F:13])([F:19])[F:20])[cH:7][n:8][cH:9][c:10]2[cH:11][cH:12]1.